This data is from the Open Reaction Database (ORD), a public repository of structured organic reaction records. The task is: describe an organic reaction: reactants, conditions, products, and yield Starting materials: C[N+]1(CCOCC1)[O-] (N-methylmorpholine N-oxide), 4A, powder, FC1=CC=C(C=C1)C1=CC(=C(N1S(=O)(=O)C1=CC=CC=C1)C)CO ([5-(4-Fluorophenyl)-2-methyl-1-(phenylsulfonyl)-1H-pyrrol-3-yl]methanol). The reagents and catalysts are [Ru](=O)(=O)(=O)[O-].C(CC)[N+](CCC)(CCC)CCC (tetra-n-propylammonium perruthenate). The solvent is C(C)#N (acetonitrile). Reaction conditions: time 2 hour. Yields the product FC1=CC=C(C=C1)C1=CC(=C(N1S(=O)(=O)C1=CC=CC=C1)C)C=O (5-(4-Fluorophenyl)-2-methyl-1-(phenylsulfonyl)-1H-pyrrole-3-carbaldehyde). The yield is 66.1%. Reaction SMILES: [F:1][C:2]1[CH:7]=[CH:6][C:5]([C:8]2[N:12]([S:13]([C:16]3[CH:21]=[CH:20][CH:19]=[CH:18][CH:17]=3)(=[O:15])=[O:14])[C:11]([CH3:22])=[C:10]([CH2:23][OH:24])[CH:9]=2)=[CH:4][CH:3]=1.C[N+]1([O-])CCOCC1>C(#N)C.[Ru]([O-])(=O)(=O)=O.C([N+](CCC)(CCC)CCC)CC>[F:1][C:2]1[CH:3]=[CH:4][C:5]([C:8]2[N:12]([S:13]([C:16]3[CH:21]=[CH:20][CH:19]=[CH:18][CH:17]=3)(=[O:15])=[O:14])[C:11]([CH3:22])=[C:10]([CH:23]=[O:24])[CH:9]=2)=[CH:6][CH:7]=1 |f:3.4|. Procedure details: [5-(4-Fluorophenyl)-2-methyl-1-(phenylsulfonyl)-1H-pyrrol-3-yl]methanol (1.08 g) was dissolved in acetonitrile (20 mL), tetra-n-propylammonium perruthenate (100 mg), N-methylmorpholine N-oxide (0.52 g) and molecular sieves 4A powder (1.00 g) were added, and the mixture was stirred at room temperature for 2 hr. The reaction mixture was concentrated under reduced pressure, and the residue was suspended in ethyl acetate and filtered through celite. The filtrate was concentrated under reduced pressu... Reactants: [K], Nc1c(-c2nc3ccccc3[nH]2)c(=O)[nH]c2ccccc12, [Na]. The product is O=c1[nH]c2ccccc2cc1-c1nc2ccccc2[nH]1. RXN SMILES: [K:23].[NH2:1][c:2]1[c:3](-[c:13]2[nH:14][c:15]3[c:16]([n:17]2)[cH:18][cH:19][cH:20][cH:21]3)[c:4](=[O:12])[nH:5][c:6]2[cH:7][cH:8][cH:9][cH:10][c:11]12.[Na:22]>>[cH:2]1[c:3](-[c:13]2[n:14][c:15]3[c:16]([nH:17]2)[cH:18][cH:19][cH:20][cH:21]3)[c:4](=[O:12])[nH:5][c:6]2[cH:7][cH:8][cH:9][cH:10][c:11]12. Starting materials: NC1=C(C=CC=C1)N1OC(=CN1)SC (2-(2-aminophenyl)-5-(methylthio)oxadiazole), O.NN (hydrazine hydrate). Solvent: COC(C)O (methoxyethanol). Conditions: temperature 120 celsius, time 30 hour. Product: NC1=C(C=CC=C1)N1OC(=CN1)NN (2-(2-aminophenyl)-5-hydrazinooxadiazole). The yield is 36.9%. RXN SMILES: [NH2:1][C:2]1[CH:7]=[CH:6][CH:5]=[CH:4][C:3]=1[N:8]1[NH:12][CH:11]=[C:10](SC)[O:9]1.O.[NH2:16][NH2:17]>COC(O)C>[NH2:1][C:2]1[CH:7]=[CH:6][CH:5]=[CH:4][C:3]=1[N:8]1[NH:12][CH:11]=[C:10]([NH:16][NH2:17])[O:9]1 |f:1.2|. Procedure: To a solution of 2-(2-aminophenyl)-5-(methylthio)oxadiazole (1.8 g) in methoxyethanol was added 4.4 g of hydrazine hydrate and the mixture was stirred for 30 h at 120° C. The solvent and excess hydrazine were removed and the residue was purified by column chromatography on silica gel to give 613 mg of 2-(2-aminophenyl)-5-hydrazinooxadiazole. Starting materials: ClC1=NC=CC(=N1)C=1C=C(CNCC=2C=NC=CC2)C=CC1 ([3-(2-Chloro-pyrimidin-4-yl)-benzyl]-pyridin-3-ylmethyl-amine), CS(=O)(=O)Cl (methanesulfonyl chloride), 389. The product is ClC1=NC=CC(=N1)C=1C=C(CN(S(=O)(=O)C)CC=2C=NC=CC2)C=CC1 (N-[3-(2-Chloro-pyrimidin-4-yl)-benzyl]-N-pyridin-3-ylmethyl-methanesulfonamide). RXN SMILES: [Cl:1][C:2]1[N:7]=[C:6]([C:8]2[CH:9]=[C:10]([CH:20]=[CH:21][CH:22]=2)[CH2:11][NH:12][CH2:13][C:14]2[CH:15]=[N:16][CH:17]=[CH:18][CH:19]=2)[CH:5]=[CH:4][N:3]=1.[CH3:23][S:24](Cl)(=[O:26])=[O:25]>>[Cl:1][C:2]1[N:7]=[C:6]([C:8]2[CH:9]=[C:10]([CH:20]=[CH:21][CH:22]=2)[CH2:11][N:12]([CH2:13][C:14]2[CH:15]=[N:16][CH:17]=[CH:18][CH:19]=2)[S:24]([CH3:23])(=[O:26])=[O:25])[CH:5]=[CH:4][N:3]=1. Procedure: Intermediate 12 was coupled with methanesulfonyl chloride following procedure D. LC-MS showed the product had the expected M+H+ of 389. The reactants are BrC1=CC=C2C=CC3=CC=CC4=CC=C1C2=C34 (1-bromopyrene), C(C)(C)(C)C1=CC=C(C=C1)B(O)O (4-t-butylphenylboronic acid), P(=O)([O-])([O-])[O-].[K+].[K+].[K+] (tripotassium phosphate), CN(C=O)C (dimethylformamide). The reagents and catalysts are [Br-].C(CCC)[N+](CCCC)(CCCC)CCCC (tetrabutylammonium bromide), C(C)(=O)[O-].[Pd+2].C(C)(=O)[O-] (palladium acetate). The solvent is O (water). Reaction conditions: temperature 130 celsius, time 2 hour. Yields the product C(C)(C)(C)C1=CC=C(C=C1)C1=CC=C2C=CC3=CC=CC4=CC=C1C2=C34 (1-(4-t-butylphenyl)pyrene). Yield: 79.9%. Reaction SMILES: Br[C:2]1[C:15]2[C:16]3=[C:17]4[C:12](=[CH:13][CH:14]=2)[CH:11]=[CH:10][CH:9]=[C:8]4[CH:7]=[CH:6][C:5]3=[CH:4][CH:3]=1.[C:18]([C:22]1[CH:27]=[CH:26][C:25](B(O)O)=[CH:24][CH:23]=1)([CH3:21])([CH3:20])[CH3:19].P([O-])([O-])([O-])=O.[K+].[K+].[K+].CN(C)C=O>[Br-].C([N+](CCCC)(CCCC)CCCC)CCC.C([O-])(=O)C.[Pd+2].C([O-])(=O)C.O>[C:18]([C:22]1[CH:27]=[CH:26][C:25]([C:9]2[C:8]3[C:17]4=[C:16]5[C:5](=[CH:6][CH:7]=3)[CH:4]=[CH:3][CH:2]=[C:15]5[CH:14]=[CH:13][C:12]4=[CH:11][CH:10]=2)=[CH:24][CH:23]=1)([CH3:21])([CH3:20])[CH3:19] |f:2.3.4.5,7.8,9.10.11|. Procedure details: A mixed solution of 2.0 g of 1-bromopyrene, 1.9 g of 4-t-butylphenylboronic acid, 3.1 g of tripotassium phosphate, 0.46 g of tetrabutylammonium bromide, 70 mg of palladium acetate and 70 mL of dimethylformamide was heated and stirred under a nitrogen gas stream at 130° C. for 2 hours. The solution was cooled to room temperature and poured into 350 mL of water, and then the precipitated solid was collected by filtration. The resulting solid was dissolved in dichloromethane, washed with water, dri...